Dataset: the Open Reaction Database (ORD), a public repository of structured organic reaction records. Task: describe an organic reaction: reactants, conditions, products, and yield Starting materials: [N+](=O)([O-])C1=NNN=C1 (4-nitro-2H-[1,2,3]triazole), CCN(C(C)C)C(C)C (DIPEA), ClCC1=CC=C(O1)C1(OCCO1)C (2-(5-chloromethyl-furan-2-yl)-2-methyl-[1,3]dioxolane), N#N (N2). Run in CN(C)C=O (DMF), CN(C)C=O (DMF), O (Water), CC(OCC)=O (EA). Run at temperature 50 celsius, time 30 minute. Product: CC1(OCCO1)C1=CC=C(O1)CN1N=CC(=N1)[N+](=O)[O-] (2-[5-(2-Methyl-[1,3]dioxolan-2-yl)-furan-2-ylmethyl]-4-nitro-2H-[1,2,3]triazole). As a reaction SMILES: N#N.[N+:3]([C:6]1[CH:10]=[N:9][NH:8][N:7]=1)([O-:5])=[O:4].CCN(C(C)C)C(C)C.Cl[CH2:21][C:22]1[O:26][C:25]([C:27]2([CH3:32])[O:31][CH2:30][CH2:29][O:28]2)=[CH:24][CH:23]=1>CN(C=O)C.CC(=O)OCC.O>[CH3:32][C:27]1([C:25]2[O:26][C:22]([CH2:21][N:8]3[N:7]=[C:6]([N+:3]([O-:5])=[O:4])[CH:10]=[N:9]3)=[CH:23][CH:24]=2)[O:28][CH2:29][CH2:30][O:31]1. Procedure details: In a flame dried round-bottomed flask equipped with a magnetic stir bar and under inert atmosphere (N2), a solution of 4-nitro-2H-[1,2,3]triazole (875 mg, 7.67 mmol) in DMF (7.0 mL) was treated at rt with DIPEA (2.63 mL, 15.34 mmol). After 30 min, a solution of 2-(5-chloromethyl-furan-2-yl)-2-methyl-[1,3]dioxolane (1.87 g, 9.21 mmol) in DMF (7.0 mL) was added and the reaction mixture was stirred for 16 h at 50° C. Water (100 mL), followed by EA (100 mL) were added. The aq. layer was extracted wi...